From a dataset of the Open Reaction Database (ORD), a public repository of structured organic reaction records. describe an organic reaction: reactants, conditions, products, and yield Reactants: C(C1=CC=CC=C1)OC1=CC=C(C=C1)O (4-benzyloxyphenol), BrCC#N (bromoacetonitrile), C(=O)([O-])[O-].[K+].[K+] (K2CO3). Conditions: temperature 40 celsius, time 1 hour. Reported procedure: A mixture of 4-benzyloxyphenol (9.4 g, 47 mmol), bromoacetonitrile (6.8 g, 56.7 mmol) in acetone (50 mL) with K2CO3 (2 g, 14.5 mmol) was heated to reflux 1 min, then at 40° C. for 1 h with stirring. The reaction mixture was filtered, the solids washed with acetone, and the filtrate concentrated in vacuo to afford a tan oil which crystallized on standing, providing 10.70 g of (4-benzyloxyphenoxy)-acetonitrile. The product is C(C1=CC=CC=C1)OC1=CC=C(OCC#N)C=C1 ((4-benzyloxyphenoxy)-acetonitrile). The yield is 95.1%. The solvent is CC(=O)C (acetone). RXN SMILES: [CH2:1]([O:8][C:9]1[CH:14]=[CH:13][C:12]([OH:15])=[CH:11][CH:10]=1)[C:2]1[CH:7]=[CH:6][CH:5]=[CH:4][CH:3]=1.Br[CH2:17][C:18]#[N:19].C([O-])([O-])=O.[K+].[K+]>CC(C)=O>[CH2:1]([O:8][C:9]1[CH:10]=[CH:11][C:12]([O:15][CH2:17][C:18]#[N:19])=[CH:13][CH:14]=1)[C:2]1[CH:3]=[CH:4][CH:5]=[CH:6][CH:7]=1 |f:2.3.4|.